From a dataset of the Open Reaction Database (ORD), a public repository of structured organic reaction records. describe an organic reaction: reactants, conditions, products, and yield Starting materials: CCO, COc1ccc2cccc(CCNC(=O)CCCCl)c2c1, [Na]. The product is COc1ccc2cccc(CCN3CCCC3=O)c2c1. Reaction SMILES: [CH3:23][CH2:24][OH:25].[CH3:2][O:3][c:4]1[cH:5][cH:6][c:7]2[cH:8][cH:9][cH:10][c:11]([CH2:14][CH2:15][NH:16][C:17]([CH2:18][CH2:19][CH2:20][Cl:21])=[O:22])[c:12]2[cH:13]1.[Na:1]>>[CH3:2][O:3][c:4]1[cH:5][cH:6][c:7]2[cH:8][cH:9][cH:10][c:11]([CH2:14][CH2:15][N:16]3[C:17](=[O:22])[CH2:18][CH2:19][CH2:20]3)[c:12]2[cH:13]1. Starting materials: O=S(=O)(Cl)c1cc2nc(Cl)ccc2s1, Cl, N#Cc1cc(CN2CCC(N)C2=O)cs1. Yields the product N#Cc1cc(CN2CCC(NS(=O)(=O)c3cc4nc(Cl)ccc4s3)C2=O)cs1. Reaction SMILES: [Cl:17][c:18]1[cH:19][cH:20][c:21]2[c:22]([n:23]1)[cH:24][c:25]([S:27](=[O:28])(=[O:29])[Cl:30])[s:26]2.[ClH:1].[NH2:2][CH:3]1[C:4](=[O:16])[N:5]([CH2:8][c:9]2[cH:10][c:11]([C:14]#[N:15])[s:12][cH:13]2)[CH2:6][CH2:7]1>>[NH:2]([CH:3]1[C:4](=[O:16])[N:5]([CH2:8][c:9]2[cH:10][c:11]([C:14]#[N:15])[s:12][cH:13]2)[CH2:6][CH2:7]1)[S:27]([c:25]1[cH:24][c:22]2[c:21]([cH:20][cH:19][c:18]([Cl:17])[n:23]2)[s:26]1)(=[O:28])=[O:29]. Yields the product C(C1=CC=CC=C1)N1C(=CC=C1)C(C1=CC(=CC=C1)C)=O (N-benzyl-2-(3'-methylbenzoyl)pyrrole). Starting materials: CC=1C=C(C(=O)Cl)C=CC1 (3-methylbenzoyl chloride), C(C1=CC=CC=C1)N1C=CC=C1 (N-benzylpyrrole), stannic chloride, 3-benzoyl, 2-benzoyl. As a reaction SMILES: [CH3:1][C:2]1[CH:3]=[C:4]([CH:8]=[CH:9][CH:10]=1)[C:5](Cl)=[O:6].[CH2:11]([N:18]1[CH:22]=[CH:21][CH:20]=[CH:19]1)[C:12]1[CH:17]=[CH:16][CH:15]=[CH:14][CH:13]=1>C(Cl)Cl>[CH2:11]([N:18]1[CH:22]=[CH:21][CH:20]=[C:19]1[C:5](=[O:6])[C:4]1[CH:8]=[CH:9][CH:10]=[C:2]([CH3:1])[CH:3]=1)[C:12]1[CH:17]=[CH:16][CH:15]=[CH:14][CH:13]=1. Conditions: time 8 hour. Solvent: C(Cl)Cl (methylene chloride), C(Cl)Cl (methylene chloride). Reported procedure: In a flask were placed 3.0 ml (22.9 mmol) 3-methylbenzoyl chloride and 50 ml methylene chloride. Then 22.9 ml (1.0M in CH2Cl2, 22.9 mmol) stannic chloride was added dropwise. The contents of the flask were mixed for 5 minutes, then 3.6 g (22.9 mmol) N-benzylpyrrole in 10 ml methylene chloride was added dropwise. The reaction mixture was stirred overnight, then quenched with water, washed with brine, dried and condensed to yield an oil. The oil was purified by flash chromatography with ethyl acet...